This data is from the Open Reaction Database (ORD), a public repository of structured organic reaction records. The task is: describe an organic reaction: reactants, conditions, products, and yield The reactants are ClCCCl, COc1cccc(C(=O)O)c1, CS(C)=O, O, On1nnc2ccccc21, Nc1c[nH]nc1-c1nc2ccccc2[nH]1. Yields the product COc1cccc(C(=O)Nc2c[nH]nc2-c2nc3ccccc3[nH]2)c1. RXN SMILES: [CH2:27]([Cl:28])[CH2:29][Cl:30].[CH3:1][O:2][c:3]1[cH:4][c:5]([C:6](=[O:7])[OH:8])[cH:9][cH:10][cH:11]1.[CH3:41][S:42]([CH3:43])=[O:44].[OH2:45].[OH:31][n:32]1[c:33]2[c:34]([cH:35][cH:36][cH:37][cH:38]2)[n:39][n:40]1.[nH:12]1[c:13](-[c:21]2[n:22][nH:23][cH:24][c:25]2[NH2:26])[n:14][c:15]2[c:16]1[cH:17][cH:18][cH:19][cH:20]2>>[CH3:1][O:2][c:3]1[cH:4][c:5]([C:6](=[O:8])[NH:26][c:25]2[c:21](-[c:13]3[n:12][c:16]4[c:15]([nH:14]3)[cH:20][cH:19][cH:18][cH:17]4)[n:22][nH:23][cH:24]2)[cH:9][cH:10][cH:11]1. Reactants: CO, CC1CN(c2ncccc2Cl)CC=C1C(=O)Nc1ccc(S(=O)(=O)C(F)(F)F)cc1. Product: Cc1cccnc1N1CC=C(C(=O)Nc2ccc(S(=O)(=O)C(F)(F)F)cc2)C(C)C1. RXN SMILES: [CH3:31][OH:32].[Cl:1][c:2]1[c:3]([N:8]2[CH2:9][CH:10]([CH3:30])[C:11]([C:14](=[O:15])[NH:16][c:17]3[cH:18][cH:19][c:20]([S:23](=[O:24])(=[O:25])[C:26]([F:27])([F:28])[F:29])[cH:21][cH:22]3)=[CH:12][CH2:13]2)[n:4][cH:5][cH:6][cH:7]1>>[c:2]1([CH3:31])[c:3]([N:8]2[CH2:9][CH:10]([CH3:30])[C:11]([C:14](=[O:15])[NH:16][c:17]3[cH:18][cH:19][c:20]([S:23](=[O:24])(=[O:25])[C:26]([F:27])([F:28])[F:29])[cH:21][cH:22]3)=[CH:12][CH2:13]2)[n:4][cH:5][cH:6][cH:7]1. RXN SMILES: C(N)(=O)[C:2]1[C:3](=[CH:7][CH:8]=[CH:9][CH:10]=1)[C:4]([NH2:6])=[O:5].[C:13]([NH2:26])(=[O:25])[CH2:14][CH2:15][CH2:16][CH2:17][CH2:18][CH2:19][CH2:20][CH2:21][C:22]([NH2:24])=[O:23].[C:27]([NH2:36])(=[O:35])[CH2:28][CH2:29][CH2:30][CH2:31][C:32]([NH2:34])=[O:33]>>[C:4]([NH2:6])(=[O:5])[C:3]1[CH:2]=[CH:10][C:9]([C:22]([NH2:24])=[O:23])=[CH:8][CH:7]=1.[C:13]([NH2:26])(=[O:25])[CH2:14][CH2:15][CH2:16][CH2:17][CH2:18][CH2:19][CH2:20][CH2:21][C:22]([NH2:24])=[O:23].[C:27]([NH2:36])(=[O:35])[CH2:28][CH2:29][CH2:30][CH2:31][C:32]([NH2:34])=[O:33]. The product is C(C1=CC=C(C(=O)N)C=C1)(=O)N (terephthalamide), C(CCCCCCCCC(=O)N)(=O)N (sebacamide), C(CCCCC(=O)N)(=O)N (adipamide). Reported procedure: A series of films were prepared using these above four bisamides at an equivalent molar replacement, that is, normalizing to the molecular weights of 396.5, 432.6 and 376.5 for the phthalamide, sebacamide and adipamide replacements of 390.5 m.w. hexamethoxymethyl-melamine. Removal of 1.5 g melamine from a nominal ten g solids formulation therefore resulted in replacement by 1.52 g iso- or terephthalamide, 1.66 g sebacamide and 1.43 g adipamide. Removal of drawn films after curing for 20 minutes ... Reactants: hexamethoxymethyl-melamine, 396.5, C(CCCCC(=O)N)(=O)N (adipamide), C(C=1C(C(=O)N)=CC=CC1)(=O)N (phthalamide), bisamides, C(CCCCCCCCC(=O)N)(=O)N (sebacamide). Reactants: C(C1=CC=CC=C1)N1C(COC2=C(C1)C=C(C=C2)OC)=O (4-benzyl-7-methoxy-4,5-dihydro-benzo[f][1,4]-oxazepin-3-one), [H-].[Al+3].[Li+].[H-].[H-].[H-] (lithium aluminum hydride), C(C1=CC=CC=C1)N1CCOC2=C(C1)C=CC=C2 (4-Benzyl-2,3.4.5-tetrahydro-benzo[f][1,4]oxazepine). Yields the product C(C1=CC=CC=C1)N1CCOC2=C(C1)C=C(C=C2)OC (4-Benzyl-7-methoxy-2,3,4,5-tetrahydro-benzo[f][1,4]oxazepine). As a reaction SMILES: [CH2:1]([N:8]1[CH2:14][C:13]2[CH:15]=[C:16]([O:19][CH3:20])[CH:17]=[CH:18][C:12]=2[O:11][CH2:10][C:9]1=O)[C:2]1[CH:7]=[CH:6][CH:5]=[CH:4][CH:3]=1.[H-].[Al+3].[Li+].[H-].[H-].[H-].C(N1CC2C=CC=CC=2OCC1)C1C=CC=CC=1>>[CH2:1]([N:8]1[CH2:14][C:13]2[CH:15]=[C:16]([O:19][CH3:20])[CH:17]=[CH:18][C:12]=2[O:11][CH2:10][CH2:9]1)[C:2]1[CH:3]=[CH:4][CH:5]=[CH:6][CH:7]=1 |f:1.2.3.4.5.6|. Reported procedure: This compound was prepared from 5.7 g of 4-benzyl-7-methoxy-4,5-dihydro-benzo[f][1,4]-oxazepin-3-one and 2.3 g of lithium aluminum hydride using the procedure described for 64d. Yield: 6.1 g (oil), EI-MS: 269 (M+).